Dataset: the Open Reaction Database (ORD), a public repository of structured organic reaction records. Task: describe an organic reaction: reactants, conditions, products, and yield Reactants: CC(C)CC(N)C(=O)OC(C)(C)C, CC(C)CC(NC(=O)OCc1ccccc1)C(=O)O, CCN=C=NCCCN(C)C, ClCCl, CN1CCOCC1, Cl, On1nnc2ccccc21. The product is CC(C)CC(NC(=O)OCc1ccccc1)C(=O)NC(CC(C)C)C(=O)OC(C)(C)C. As a reaction SMILES: [C:21]([CH3:22])([CH3:23])([CH3:24])[O:25][C:26]([CH:27]([NH2:28])[CH2:29][CH:30]([CH3:31])[CH3:32])=[O:33].[CH2:1]([c:2]1[cH:3][cH:4][cH:5][cH:6][cH:7]1)[O:8][C:9](=[O:10])[NH:11][CH:12]([CH2:13][CH:14]([CH3:15])[CH3:16])[C:17](=[O:18])[OH:19].[CH2:44]([N:45]=[C:46]=[N:47][CH2:48][CH2:49][CH2:50][N:51]([CH3:52])[CH3:53])[CH3:54].[CH2:62]([Cl:63])[Cl:64].[CH3:55][N:56]1[CH2:57][CH2:58][O:59][CH2:60][CH2:61]1.[ClH:20].[OH:34][n:35]1[c:36]2[cH:37][cH:38][cH:39][cH:40][c:41]2[n:42][n:43]1>>[CH2:1]([c:2]1[cH:3][cH:4][cH:5][cH:6][cH:7]1)[O:8][C:9](=[O:10])[NH:11][CH:12]([CH2:13][CH:14]([CH3:15])[CH3:16])[C:17](=[O:19])[NH:28][CH:27]([C:26]([O:25][C:21]([CH3:22])([CH3:23])[CH3:24])=[O:33])[CH2:29][CH:30]([CH3:31])[CH3:32]. The reactants are OC(=O)C(F)(F)F.ClC1=C(C=C(C(=C1)N(C)C)F)C1=C(C(=NC=C1)OS(=O)(=O)C(F)(F)F)[N+](=O)[O-] (Trifluoro-methanesulfonic acid 4-(2-chloro-4-dimethylamino-5-fluoro-phenyl)-3-nitro-pyridin-2-yl ester TFA), Cl.COCC(C)N (2-methoxy-1-methyl-ethylamine HCl). The product is ClC1=C(C=C(C(=C1)N(C)C)F)C1=C(C(=NC=C1)NC(COC)C)[N+](=O)[O-] ([4-(2-chloro-4-dimethylamino-5-fluoro-phenyl)-3-nitro-pyridin-2-yl]-(2-methoxy-1-methyl-ethyl)-amine). Isolated yield 48.9%. As a reaction SMILES: OC(C(F)(F)F)=O.[Cl:8][C:9]1[CH:14]=[C:13]([N:15]([CH3:17])[CH3:16])[C:12]([F:18])=[CH:11][C:10]=1[C:19]1[CH:24]=[CH:23][N:22]=[C:21](OS(C(F)(F)F)(=O)=O)[C:20]=1[N+:33]([O-:35])=[O:34].Cl.[CH3:37][O:38][CH2:39][CH:40]([NH2:42])[CH3:41]>>[Cl:8][C:9]1[CH:14]=[C:13]([N:15]([CH3:17])[CH3:16])[C:12]([F:18])=[CH:11][C:10]=1[C:19]1[CH:24]=[CH:23][N:22]=[C:21]([NH:42][CH:40]([CH3:41])[CH2:39][O:38][CH3:37])[C:20]=1[N+:33]([O-:35])=[O:34] |f:0.1,2.3|. Procedure: Trifluoro-methanesulfonic acid 4-(2-chloro-4-dimethylamino-5-fluoro-phenyl)-3-nitro-pyridin-2-yl ester TFA (1.1 g, 2.49 mmol) and 2-methoxy-1-methyl-ethylamine HCl (208 mg, 1.7 mmol) were treated substantially as described in Part C of Example 19a to produce 318 mg of crude [4-(2-chloro-4-dimethylamino-5-fluoro-phenyl)-3-nitro-pyridin-2-yl]-(2-methoxy-1-methyl-ethyl)-amine. Starting materials: O (water), FC(C=1C=CC2=C(NC(S2)=O)C1)(F)F (5-trifluoromethyl-3H-benzothiazol-2-one), Cl.ClCC=1C=C(C=CC1)C1=NC=C(C=N1)OCCN1CCOCC1 (4-{2-[2-(3-chloromethylphenyl)pyrimidin-5-yl-oxy]ethyl}morpholine hydrochloride), C([O-])([O-])=O.[K+].[K+] (potassium carbonate). Solvent: C(C)#N (acetonitrile). Conditions: temperature 70 celsius, time 5 day. Product: N1(CCOCC1)CCOC=1C=NC(=NC1)C=1C=C(CN2C(SC3=C2C=C(C=C3)C(F)(F)F)=O)C=CC1 (3-{3-[5-(2-morpholin-4-ylethoxy)pyrimidin-2-yl]benzyl}-5-trifluoromethyl-3H-benzothiazol-2-one). RXN SMILES: [F:1][C:2]([F:14])([F:13])[C:3]1[CH:4]=[CH:5][C:6]2[S:10][C:9](=[O:11])[NH:8][C:7]=2[CH:12]=1.Cl.Cl[CH2:17][C:18]1[CH:19]=[C:20]([C:24]2[N:29]=[CH:28][C:27]([O:30][CH2:31][CH2:32][N:33]3[CH2:38][CH2:37][O:36][CH2:35][CH2:34]3)=[CH:26][N:25]=2)[CH:21]=[CH:22][CH:23]=1.C(=O)([O-])[O-].[K+].[K+].O>C(#N)C>[N:33]1([CH2:32][CH2:31][O:30][C:27]2[CH:28]=[N:29][C:24]([C:20]3[CH:19]=[C:18]([CH:23]=[CH:22][CH:21]=3)[CH2:17][N:8]3[C:7]4[CH:12]=[C:3]([C:2]([F:1])([F:13])[F:14])[CH:4]=[CH:5][C:6]=4[S:10][C:9]3=[O:11])=[N:25][CH:26]=2)[CH2:34][CH2:35][O:36][CH2:37][CH2:38]1 |f:1.2,3.4.5|. Procedure details: A suspension of 89 mg (0.405 mmol) of 5-trifluoromethyl-3H-benzothiazol-2-one, 150 mg (0.405 mmol) of 4-{2-[2-(3-chloromethylphenyl)pyrimidin-5-yl-oxy]ethyl}morpholine hydrochloride and 286 mg (2.02 mmol) of potassium carbonate in 8 ml of acetonitrile are stirred at 70° C. for 5 days. 30 ml of water are added to the reaction mixture, with a precipitate slowly forming. The precipitate is filtered off with suction, washed with water and dried.